This data is from the Open Reaction Database (ORD), a public repository of structured organic reaction records. The task is: describe an organic reaction: reactants, conditions, products, and yield Starting materials: C(=O)(OCC1=CC=CC=C1)NC1(CC1)C(=O)O (N-Cbz-1-aminocyclopropane carboxylic acid), C1(CCCCC1)N=C=NC1CCCCC1 (dicyclohexylcarbodiimide), CN(C)C1=NC=CC=C1 (dimethylaminopyridine), CC1(C(C(CC1)(C)C)O)C (2,2,5,5-tetramethylcyclopentanol). Run in C(Cl)Cl (CH2Cl2). Run at time 4 day. Yields the product CC1(C(C(CC1)(C)C)OC(=O)C1(CC1)NC(=O)OCC1=CC=CC=C1)C (N-Cbz-1-aminocyclopropanecarboxylic acid 2,2,5,5-tetramethylcyclopentyl ester). RXN SMILES: [C:1]([NH:11][C:12]1([C:15]([OH:17])=[O:16])[CH2:14][CH2:13]1)([O:3][CH2:4][C:5]1[CH:10]=[CH:9][CH:8]=[CH:7][CH:6]=1)=[O:2].C1(N=C=NC2CCCCC2)CCCCC1.CN(C1C=CC=CN=1)C.[CH3:42][C:43]1([CH3:51])[CH2:47][CH2:46][C:45]([CH3:49])([CH3:48])[CH:44]1O>C(Cl)Cl>[CH3:42][C:43]1([CH3:51])[CH2:47][CH2:46][C:45]([CH3:49])([CH3:48])[CH:44]1[O:16][C:15]([C:12]1([NH:11][C:1]([O:3][CH2:4][C:5]2[CH:10]=[CH:9][CH:8]=[CH:7][CH:6]=2)=[O:2])[CH2:14][CH2:13]1)=[O:17]. Reported procedure: To a stirred solution of N-Cbz-1-aminocyclopropane carboxylic acid in dry (CH2)2Cl2 containing dicyclohexylcarbodiimide and dimethylaminopyridine (DMAP), all at 0° C., is added, via an addition funnel, 2,2,5,5-tetramethylcyclopentanol dissolved in CH2Cl2. After stirring for 4 days, the mixture is filtered, and the filtrate is washed with 5% HCl (1×50 ml), saturated NaHCO3 (1×50 ml), and water (1×50 ml). The organic layer is separated, dried over MgSO4 and evaporated to yield N-Cbz-1-aminocyclopr...